The task is: describe an organic reaction: reactants, conditions, products, and yield. This data is from the Open Reaction Database (ORD), a public repository of structured organic reaction records. Reactants: solution, Cl (hydrogen chloride), C(C)(C)(C)OC(=O)N1C(CCCC1)CCOC1=C(C=CC=C1)CCC1=CC(=CC=C1)OC (1-t-butoxycarbonyl-2-(2-{2-[2-(3-methoxyphenyl)ethyl]phenoxy}ethyl)piperidine). Run in O1CCOCC1 (dioxane), O1CCOCC1 (dioxane). Run at time 2.5 hour. Product: Cl.COC=1C=C(C=CC1)CCC1=C(OCCC2NCCCC2)C=CC=C1 (2-(2-{2-[2-(3-Methoxyphenyl)ethyl]phenoxy}ethyl) piperidine hydrochloride). Isolated yield 40.0%. RXN SMILES: [ClH:1].C(OC([N:9]1[CH2:14][CH2:13][CH2:12][CH2:11][CH:10]1[CH2:15][CH2:16][O:17][C:18]1[CH:23]=[CH:22][CH:21]=[CH:20][C:19]=1[CH2:24][CH2:25][C:26]1[CH:31]=[CH:30][CH:29]=[C:28]([O:32][CH3:33])[CH:27]=1)=O)(C)(C)C>O1CCOCC1>[ClH:1].[CH3:33][O:32][C:28]1[CH:27]=[C:26]([CH2:25][CH2:24][C:19]2[CH:20]=[CH:21][CH:22]=[CH:23][C:18]=2[O:17][CH2:16][CH2:15][CH:10]2[CH2:11][CH2:12][CH2:13][CH2:14][NH:9]2)[CH:31]=[CH:30][CH:29]=1 |f:3.4|. Procedure: 1 ml of a 4N solution of hydrogen chloride in dioxane was added to a solution of 0.63 g of 1-t-butoxycarbonyl-2-(2-{2-[2-(3-methoxyphenyl)ethyl]phenoxy}ethyl)piperidine [prepared as described in step (a) above] in 1 ml of dioxane, and the resulting solution was allowed to stand at room temperature for 2.5 hours. At the end of this time, it was concentrated by distillation under reduced pressure. The resulting residue was partitioned between ethyl acetate and a saturated aqueous solution of sodiu... The reactants are Br, CC(=O)O, COc1cc(-c2cn(C3CCC(N4CCN(C)CC4)CC3)c3ncnc(N)c23)ccc1Oc1ccccc1. The product is CN1CCN(C2CCC(n3cc(-c4ccc(Oc5ccccc5)c(O)c4)c4c(N)ncnc43)CC2)CC1. RXN SMILES: [BrH:43].[C:1]([OH:2])(=[O:3])[CH3:4].[CH3:5][O:6][c:7]1[cH:8][c:9](-[c:20]2[cH:21][n:22]([CH:30]3[CH2:31][CH2:32][CH:33]([N:36]4[CH2:37][CH2:38][N:39]([CH3:42])[CH2:40][CH2:41]4)[CH2:34][CH2:35]3)[c:23]3[n:24][cH:25][n:26][c:27]([NH2:29])[c:28]23)[cH:10][cH:11][c:12]1[O:13][c:14]1[cH:15][cH:16][cH:17][cH:18][cH:19]1>>[OH:6][c:7]1[cH:8][c:9](-[c:20]2[cH:21][n:22]([CH:30]3[CH2:31][CH2:32][CH:33]([N:36]4[CH2:37][CH2:38][N:39]([CH3:42])[CH2:40][CH2:41]4)[CH2:34][CH2:35]3)[c:23]3[n:24][cH:25][n:26][c:27]([NH2:29])[c:28]23)[cH:10][cH:11][c:12]1[O:13][c:14]1[cH:15][cH:16][cH:17][cH:18][cH:19]1. The reactants are ClC=1C=C(C(=C(C1)C=1C=C2CC[C@@H](C2=CC1)NC(=O)C1(COC1)N)C1=NOC(=N1)C)F (3-amino-oxetane-3-carboxylic acid{(S)-5-[5-chloro-3-fluoro-2-(5-methyl-[1,2,4]oxadiazol-3-yl)-phenyl]-indan-1-yl}-amide), CC1=NOC(=C1)C(=O)O (3-methyl-isoxazole-5-carboxylic acid). Yields the product ClC=1C=C(C(=C(C1)C=1C=C2CC[C@@H](C2=CC1)NC(=O)C1(COC1)NC(=O)C1=CC(=NO1)C)C1=NOC(=N1)C)F (3-Methyl-isoxazole-5-carboxylic acid (3-{(S)-5-[5-chloro-3-fluoro-2-(5-methyl-[1,2,4]oxadiazol-3-yl)-phenyl]-indan-1-ylcarbamoyl}-oxetan-3-yl)-amide). Reaction SMILES: [Cl:1][C:2]1[CH:3]=[C:4]([F:31])[C:5]([C:25]2[N:29]=[C:28]([CH3:30])[O:27][N:26]=2)=[C:6]([C:8]2[CH:9]=[C:10]3[C:14](=[CH:15][CH:16]=2)[C@@H:13]([NH:17][C:18]([C:20]2([NH2:24])[CH2:23][O:22][CH2:21]2)=[O:19])[CH2:12][CH2:11]3)[CH:7]=1.[CH3:32][C:33]1[CH:37]=[C:36]([C:38](O)=[O:39])[O:35][N:34]=1>>[Cl:1][C:2]1[CH:3]=[C:4]([F:31])[C:5]([C:25]2[N:29]=[C:28]([CH3:30])[O:27][N:26]=2)=[C:6]([C:8]2[CH:9]=[C:10]3[C:14](=[CH:15][CH:16]=2)[C@@H:13]([NH:17][C:18]([C:20]2([NH:24][C:38]([C:36]4[O:35][N:34]=[C:33]([CH3:32])[CH:37]=4)=[O:39])[CH2:21][O:22][CH2:23]2)=[O:19])[CH2:12][CH2:11]3)[CH:7]=1. Reported procedure: In analogy to the procedures described for the preparation of intermediate A-1 [B], 3-amino-oxetane-3-carboxylic acid{(S)-5-[5-chloro-3-fluoro-2-(5-methyl-[1,2,4]oxadiazol-3-yl)-phenyl]-indan-1-yl}-amide (example 49) was coupled with 3-methyl-isoxazole-5-carboxylic acid to yield the title compound as light yellow oil. MS: 552.1 (MH+, 1Cl). Starting materials: ClC(Cl)Cl, Cc1ccc(S(=O)(=O)N2C(CCC(N)=O)CCC2c2ccc(F)cc2)cc1. Yields the product Cc1ccc(S(=O)(=O)N2C(CCCO)CCC2c2ccc(F)cc2)cc1. RXN SMILES: [CH:28]([Cl:29])([Cl:30])[Cl:31].[F:1][c:2]1[cH:3][cH:4][c:5]([CH:8]2[CH2:9][CH2:10][CH:11]([CH2:23][CH2:24][C:25](=[O:26])[NH2:27])[N:12]2[S:13](=[O:14])(=[O:15])[c:16]2[cH:17][cH:18][c:19]([CH3:22])[cH:20][cH:21]2)[cH:6][cH:7]1>>[F:1][c:2]1[cH:3][cH:4][c:5]([CH:8]2[CH2:9][CH2:10][CH:11]([CH2:23][CH2:24][CH2:25][OH:26])[N:12]2[S:13](=[O:14])(=[O:15])[c:16]2[cH:17][cH:18][c:19]([CH3:22])[cH:20][cH:21]2)[cH:6][cH:7]1. Starting materials: BrC1=CC(=C(C=C1)OC(F)F)OC(C#C)C1CC1 (4-bromo-2-(1-cyclopropyl-2-propynyloxy)-1-difluoromethoxybenzene), C(C)N(C1=CC=CC=C1)CC (N,N-diethylaniline), Cl (hydrochloric acid). Solvent: O (water). Reaction conditions: temperature 200 celsius, time 2 hour. Yields the product BrC1=C2C=CC(OC2=C(C=C1)OC(F)F)C1CC1 (5-Bromo-2-cyclopropyl-8-difluoromethoxy-2H-chromene). The yield is 62.9%. As a reaction SMILES: [Br:1][C:2]1[CH:7]=[CH:6][C:5]([O:8][CH:9]([F:11])[F:10])=[C:4]([O:12][CH:13]([CH:16]2[CH2:18][CH2:17]2)[C:14]#[CH:15])[CH:3]=1.C(N(CC)C1C=CC=CC=1)C.Cl>O>[Br:1][C:2]1[CH:7]=[CH:6][C:5]([O:8][CH:9]([F:11])[F:10])=[C:4]2[C:3]=1[CH:15]=[CH:14][CH:13]([CH:16]1[CH2:18][CH2:17]1)[O:12]2. Procedure: To 545 mg (1.7 mmol) of 4-bromo-2-(1-cyclopropyl-2-propynyloxy)-1-difluoromethoxybenzene obtained in Reference example 14-(b) was added 5 ml of N,N-diethylaniline, and the mixture was stirred at 200° C. for 2 hours. After completion of the reaction, water was added to the reaction mixture, and then, a pH of the mixture was adjusted to 1 with conc. hydrochloric acid, and the mixture was extracted with diethyl ether. The organic layer after separation was washed with a saturated aqueous solution o...